Dataset: the Open Reaction Database (ORD), a public repository of structured organic reaction records. Task: describe an organic reaction: reactants, conditions, products, and yield The reactants are C(CCC)[Li] (Butyl lithium), FC1=CC=C(C=C1)C(=C(CP(OC)(OC)=O)C(F)F)C1=CC=C(C=C1)F (dimethyl [3,3-bis(4-fluorophenyl)-2-difluoromethyl-2-propen-1-yl]phosphonate), C(=O)C1CC(OC(O1)(C)C)CC(=O)OC(C)(C)C (1,1-dimethylethyl 6-formyl-2,2-dimethyl-1,3-dioxane-4-acetate). Procedure details: Butyl lithium (1.04 mL of 2.5M solution, 2.6 mmol) was added to a solution of dimethyl [3,3-bis(4-fluorophenyl)-2-difluoromethyl-2-propen-1-yl]phosphonate (1.0 g, 2.6 mmol) in 10 mL of tetrahydrofuran at -78° C. After stirring for 30 minutes, 1,1-dimethylethyl 6-formyl-2,2-dimethyl-1,3-dioxane-4-acetate (0.82 g, 3.2 mmol) was added and the mixture stirred for 64 hrs. at room temperature. The mixture was quenched with saturated ammonium chloride solution and extracted with diethyl ether. The extr... Reaction conditions: time 30 minute. The yield is 46.9%. Yields the product FC(C(C=CC1CC(OCO1)CC(=O)OC(C)(C)C)=C(C1=CC=C(C=C1)F)C1=CC=C(C=C1)F)F (1,1-Dimethylethyl 6-[3-difluoromethyl-4,4-bis(4-fluorophenyl)-1,3-butadienyl]-1,3-dioxane-4-acetate). The solvent is O1CCCC1 (tetrahydrofuran). RXN SMILES: C([Li])CCC.[F:6][C:7]1[CH:12]=[CH:11][C:10]([C:13]([C:25]2[CH:30]=[CH:29][C:28]([F:31])=[CH:27][CH:26]=2)=[C:14]([CH:22]([F:24])[F:23])[CH2:15]P(=O)(OC)OC)=[CH:9][CH:8]=1.[CH:32]([CH:34]1[O:39][C:38](C)(C)[O:37][CH:36]([CH2:42][C:43]([O:45][C:46]([CH3:49])([CH3:48])[CH3:47])=[O:44])[CH2:35]1)=O>O1CCCC1>[F:23][CH:22]([F:24])[C:14](=[C:13]([C:10]1[CH:9]=[CH:8][C:7]([F:6])=[CH:12][CH:11]=1)[C:25]1[CH:26]=[CH:27][C:28]([F:31])=[CH:29][CH:30]=1)[CH:15]=[CH:32][CH:34]1[O:39][CH2:38][O:37][CH:36]([CH2:42][C:43]([O:45][C:46]([CH3:47])([CH3:49])[CH3:48])=[O:44])[CH2:35]1. Reactants: CC1(CC(C=2C=C(C(NC2C1)=S)C#N)=O)C (7,7-dimethyl-5-oxo-2-thioxo-1,2,5,6,7,8-hexahydroquinoline-3-carbonitrile), BrCCC (1-bromopropane). Yields the product CC1(CC(C=2C=C(C(=NC2C1)SCCC)C#N)=O)C (7,7-Dimethyl-5-oxo-2-propylsulfanyl-5,6,7,8-tetrahydroquinoline-3-carbonitrile). The yield is 91.0%. Reaction SMILES: [CH3:1][C:2]1([CH3:16])[CH2:11][C:10]2[NH:9][C:8](=[S:12])[C:7]([C:13]#[N:14])=[CH:6][C:5]=2[C:4](=[O:15])[CH2:3]1.Br[CH2:18][CH2:19][CH3:20]>>[CH3:1][C:2]1([CH3:16])[CH2:11][C:10]2[N:9]=[C:8]([S:12][CH2:18][CH2:19][CH3:20])[C:7]([C:13]#[N:14])=[CH:6][C:5]=2[C:4](=[O:15])[CH2:3]1. Reported procedure: In analogy to the procedure described in Example 1, 7,7-dimethyl-5-oxo-2-thioxo-1,2,5,6,7,8-hexahydroquinoline-3-carbonitrile was treated with 1-bromopropane to give the title compound in 91% yield.